From a dataset of the Open Reaction Database (ORD), a public repository of structured organic reaction records. describe an organic reaction: reactants, conditions, products, and yield Starting materials: hydrochloride salt, CC1=CC=C(C=C1)S(=O)(=O)OCC1OC2=C(C1)C=CC=C2C2=C(C=CC(=C2)Cl)OC ((±)-[7-(5-chloro-2-methoxyphenyl)-2,3-dihydro-1-benzofuran-2-yl]methyl 4-methylbenzenesulfonate), CN (methylamine). Yields the product CNCC1OC2=C(C1)C=CC=C2C2=C(C=CC(=C2)Cl)OC (N-methyl-1-[7-(5-chloro-2-methoxyphenyl)-2,3-dihydro-1-benzofuran-2-yl]methanamine). Reaction SMILES: CC1C=CC(S(O[CH2:12][CH:13]2[CH2:17][C:16]3[CH:18]=[CH:19][CH:20]=[C:21]([C:22]4[CH:27]=[C:26]([Cl:28])[CH:25]=[CH:24][C:23]=4[O:29][CH3:30])[C:15]=3[O:14]2)(=O)=O)=CC=1.[CH3:31][NH2:32]>>[CH3:31][NH:32][CH2:12][CH:13]1[CH2:17][C:16]2[CH:18]=[CH:19][CH:20]=[C:21]([C:22]3[CH:27]=[C:26]([Cl:28])[CH:25]=[CH:24][C:23]=3[O:29][CH3:30])[C:15]=2[O:14]1. Reported procedure: The title compound was prepared (0.058 g, 79%) following the general procedure of Example 390 as a white solid, hydrochloride salt from (±)-[7-(5-chloro-2-methoxyphenyl)-2,3-dihydro-1-benzofuran-2-yl]methyl 4-methylbenzenesulfonate (0.095 g, 0.213 mmol) and methylamine (0.045 g, 2.1 mmol). mp 201-203° C.